Dataset: the Open Reaction Database (ORD), a public repository of structured organic reaction records. Task: describe an organic reaction: reactants, conditions, products, and yield The reactants are C(C1=CN=CC=C1)(=O)NCCC1=CC=C(C=C1)O (nicotinoyltyramine), CI (methyl iodide). Run in CC(=O)C (acetone). Run at time 6 hour. Yields the product [I-].C[N+]1=CC(=CC=C1)C(NCCC1=CC=C(C=C1)O)=O (1-Methyl-3-{N-[β-(4-hydroxyphenyl)ethyl]}carbamoylpyridinium iodide). As a reaction SMILES: [C:1]([NH:9][CH2:10][CH2:11][C:12]1[CH:17]=[CH:16][C:15]([OH:18])=[CH:14][CH:13]=1)(=[O:8])[C:2]1[CH:7]=[CH:6][CH:5]=[N:4][CH:3]=1.[CH3:19][I:20]>CC(C)=O>[I-:20].[CH3:19][N+:4]1[CH:5]=[CH:6][CH:7]=[C:2]([C:1](=[O:8])[NH:9][CH2:10][CH2:11][C:12]2[CH:13]=[CH:14][C:15]([OH:18])=[CH:16][CH:17]=2)[CH:3]=1 |f:3.4|. Reported procedure: To a solution of 1.21 g (5 mmol) of nicotinoyltyramine in 10 ml of acetone, 1.41 g (10 mmol) of methyl iodide were added and the mixture was refluxed while stirring for 6 hrs. The fine, yellow solid which separated was filtered and crystallized from methanol ether. Yield 1.78 g (93%), m.p. 208°-210° C. PMR (DMSO-d6 /D2O) δ 9.23-8.26 (m, 4H, C5H4N+), 7.33-6.83 (m, 4H, C6H4), 4.50 (s, 3H, ##STR1453## 3.70 (t, J=7 Hz, 2H, ##STR1454## 2.93 (t, J=7 Hz, 2H, CH2). RXN SMILES: Cl.Cl.Cl.[S:4]1[C:8]2[CH:9]=[C:10]([NH:13][C:14]3[C:15]4[CH:22]=[C:21]([C:23]5[CH2:24][CH2:25][NH:26][CH2:27][CH:28]=5)[NH:20][C:16]=4[N:17]=[CH:18][N:19]=3)[CH:11]=[CH:12][C:7]=2[N:6]=[CH:5]1.C(N(CC)C(C)C)(C)C.Cl[N:39]1[CH2:44][CH2:43][O:42][CH2:41][C:40]1=C=O.CN(C)[CH:49]=[O:50]>CCOC(C)=O>[S:4]1[C:8]2[CH:9]=[C:10]([NH:13][C:14]3[C:15]4[CH:22]=[C:21]([C:23]5[CH2:24][CH2:25][N:26]([C:49]([N:39]6[CH2:40][CH2:41][O:42][CH2:43][CH2:44]6)=[O:50])[CH2:27][CH:28]=5)[NH:20][C:16]=4[N:17]=[CH:18][N:19]=3)[CH:11]=[CH:12][C:7]=2[N:6]=[CH:5]1 |f:0.1.2.3|. Reported procedure: To a suspension of benzothiazol-6-yl-[6-(1,2,3,6-tetrahydropyridin-4-yl)-7H-pyrrolo[2,3-d]pyrimidin-4-yl]-amine tris-hydrochloride (200 mg, 0.44 mmol) in N,N-dimethylformamide (4 mL) was added N,N-diisopropylethylamine (0.5 mL, 3 mmol). The reaction mixture was stirred at 0° C. for 5 min prior to the addition of 4-chloro-carbonylmorpholine (65 mg, 0.44 mmol) in DMF (0.5 mL). The resulting mixture was stirred at 0° C. for 1 h, diluted with EtOAc (30 mL), washed with water (2×15 mL), brine (15 mL)... Reaction conditions: temperature 0 celsius, time 5 minute. Reactants: ClN1C(COCC1)=C=O (4-chloro-carbonylmorpholine), CN(C)C=O (DMF), C(C)(C)N(C(C)C)CC (N,N-diisopropylethylamine), Cl.Cl.Cl.S1C=NC2=C1C=C(C=C2)NC=2C1=C(N=CN2)NC(=C1)C=1CCNCC1 (benzothiazol-6-yl-[6-(1,2,3,6-tetrahydropyridin-4-yl)-7H-pyrrolo[2,3-d]pyrimidin-4-yl]-amine tris-hydrochloride), CN(C=O)C (N,N-dimethylformamide). Run in CCOC(=O)C (EtOAc). Yields the product S1C=NC2=C1C=C(C=C2)NC=2C1=C(N=CN2)NC(=C1)C=1CCN(CC1)C(=O)N1CCOCC1 (4-[4-(Benzothiazol-6-ylamino)-7H-pyrrolo[2,3-d]-pyrimidin-6-yl]-3,6-dihydro-2H-pyridin-1-ylmorpholin-4-ylmethanone). Reactants: C(C1=CC=CC=C1)=O (benzaldehyde), [OH-].[Na+] (sodium hydroxide), BrC1=CC=2N3C4=C(C=C(C=C4C2C=C1)OC)C(CC3)=O (9-bromo-5,6-dihydro-2-methoxy-4H-pyrido[3,2,1-jk]carbazole-4-one). Run in O (water), C(C)O (ethanol). Conditions: time 12 hour. Product: C(C1=CC=CC=C1)C=1C(C=2C=C(C=C3C=4C=CC(=CC4N(C23)C1)Br)OC)=O (5-benzyl-9-bromo-2-methoxy-4H-pyrido[3,2,1-jk]carbazole-4-one). Yield: 85.6%. As a reaction SMILES: [Br:1][C:2]1[CH:14]=[CH:13][C:12]2[C:11]3[C:6]4=[C:7]([C:17](=[O:20])[CH2:18][CH2:19][N:5]4[C:4]=2[CH:3]=1)[CH:8]=[C:9]([O:15][CH3:16])[CH:10]=3.[CH:21](=O)[C:22]1[CH:27]=[CH:26][CH:25]=[CH:24][CH:23]=1.[OH-].[Na+]>C(O)C.O>[CH2:21]([C:18]1[C:17](=[O:20])[C:7]2[CH:8]=[C:9]([O:15][CH3:16])[CH:10]=[C:11]3[C:6]=2[N:5]([CH:19]=1)[C:4]1[CH:3]=[C:2]([Br:1])[CH:14]=[CH:13][C:12]3=1)[C:22]1[CH:27]=[CH:26][CH:25]=[CH:24][CH:23]=1 |f:2.3|. Procedure: 9-bromo-5,6-dihydro-2-methoxy-4H-pyrido[3,2,1-jk]carbazole-4-one (200 mg) obtained in Example 101, step 6 was suspended in ethanol (12 ml), and benzaldehyde (103 mg) and sodium hydroxide (190 mg) dissolved in water (1 ml) were added to the suspension. The mixture was stirred at room temperature for 12 hours, and approximately half of the solvent was evaporated under reduced pressure. The crystals precipitated were recovered by filtration, and washed with water, ethanol and ether in succession to... Conditions: time 17 hour. Procedure details: To a solution of 3-amino-5-bromopyridine (1.0 g, 5.78 mmol) and pyridine (1.3 mL, 12.9 mmol) in DCM (5 mL) is added acetic anhydride (0.6 mL, 6.358 mmol) dropwise. The mixture is stirred at room temperature for 17 h. The mixture is concentrated and the resulting crude product is purified by normal phase using 0-75% EtOAc in heptane as the gradient to afford N-(5-bromo-pyridin-3-yl)-acetamide (1.18 g, 95% yield). Yields the product BrC=1C=C(C=NC1)NC(C)=O (N-(5-bromo-pyridin-3-yl)-acetamide). Yield: 94.9%. Reaction SMILES: [NH2:1][C:2]1[CH:3]=[N:4][CH:5]=[C:6]([Br:8])[CH:7]=1.N1C=CC=CC=1.[C:15](OC(=O)C)(=[O:17])[CH3:16]>C(Cl)Cl>[Br:8][C:6]1[CH:7]=[C:2]([NH:1][C:15](=[O:17])[CH3:16])[CH:3]=[N:4][CH:5]=1. The reactants are NC=1C=NC=C(C1)Br (3-amino-5-bromopyridine), N1=CC=CC=C1 (pyridine), C(C)(=O)OC(C)=O (acetic anhydride). The solvent is C(Cl)Cl (DCM). Reactants: S(=O)(Cl)Cl (Thionyl chloride), ArH, ArH, OC(C(=O)O)(CC)C (2-hydroxy-2-methyl butyric acid), C1(=CC=CC=C1)S(=O)(=O)C1=CC=C(N)C=C1 (4-Phenylsulfonylaniline), C (CH4). The solvent is CC(=O)N(C)C (dimethylacetamide). Run at temperature -10 celsius, time 1 hour. Product: C1(=CC=CC=C1)S(=O)(=O)C1=CC=C(C=C1)NC(C(CC)(C)O)=O (N-[4-(Phenylsulfonyl)phenyl]-2-hydroxy-2-methylbutanamide). As a reaction SMILES: [OH:1][C:2]([CH3:8])([CH2:6][CH3:7])[C:3](O)=[O:4].S(Cl)(Cl)=O.[C:13]1([S:19]([C:22]2[CH:28]=[CH:27][C:25]([NH2:26])=[CH:24][CH:23]=2)(=[O:21])=[O:20])[CH:18]=[CH:17][CH:16]=[CH:15][CH:14]=1.C>CC(N(C)C)=O>[C:13]1([S:19]([C:22]2[CH:23]=[CH:24][C:25]([NH:26][C:3](=[O:4])[C:2]([OH:1])([CH3:8])[CH2:6][CH3:7])=[CH:27][CH:28]=2)(=[O:20])=[O:21])[CH:18]=[CH:17][CH:16]=[CH:15][CH:14]=1. Procedure: A solution of 2-hydroxy-2-methyl butyric acid (0.76 g, 6.4 mmol) in dry dimethylacetamide (15 ml) was stirred under a nitrogen atmosphere at -10° C. Thionyl chloride (0.76 g, 6.4 mmol) was added and the resulting mixture was allowed to stir at -10° C. for 1 hour. 4-Phenylsulfonylaniline (1.0 g, 4.29 mmol) was then added and the reaction mixture was stirred at -10° C. for a further 15 mins. The solution was then allowed to warm to room temperature where it was stirred overnight. The reaction mixt...